This data is from the Open Reaction Database (ORD), a public repository of structured organic reaction records. The task is: describe an organic reaction: reactants, conditions, products, and yield The reactants are CC1=C(OCCCO)C(=CC(=C1)C1=NOC(=N1)C1=C2C[C@@H]3[C@H](C2=C(S1)C)C3(C)C)C (3-{2,6-dimethyl-4-[5-((1aS,5aR)-1,1,2-trimethyl-1,1a,5,5a-tetrahydro-3-thia-cyclopropa[a]pentalen-4-yl)-[1,2,4]oxadiazol-3-yl]-phenoxy}-propan-1-ol), CCN(C(C)C)C(C)C (DIPEA), CS(=O)(=O)Cl (methanesulfonyl chloride). Run in C(Cl)Cl (DCM), C(Cl)Cl (DCM). Conditions: temperature 0 celsius, time 30 minute. The product is CC1=C(OCCCOS(=O)(=O)C)C(=CC(=C1)C1=NOC(=N1)C1=C2C[C@@H]3[C@H](C2=C(S1)C)C3(C)C)C (methanesulfonic acid 3-{2,6-dimethyl-4-[5-((1aS,5aR)-1,1,2-trimethyl-1,1a,5,5a-tetrahydro-3-thia-cyclopropa[a]pentalen-4-yl)-[1,2,4]oxadiazol-3-yl]-phenoxy}-propyl ester). Yield: 92.0%. RXN SMILES: [CH3:1][C:2]1[CH:12]=[C:11]([C:13]2[N:17]=[C:16]([C:18]3[S:25][C:24]([CH3:26])=[C:23]4[C:19]=3[CH2:20][C@H:21]3[C:27]([CH3:29])([CH3:28])[C@H:22]34)[O:15][N:14]=2)[CH:10]=[C:9]([CH3:30])[C:3]=1[O:4][CH2:5][CH2:6][CH2:7][OH:8].CCN(C(C)C)C(C)C.[CH3:40][S:41](Cl)(=[O:43])=[O:42]>C(Cl)Cl>[CH3:1][C:2]1[CH:12]=[C:11]([C:13]2[N:17]=[C:16]([C:18]3[S:25][C:24]([CH3:26])=[C:23]4[C:19]=3[CH2:20][C@H:21]3[C:27]([CH3:28])([CH3:29])[C@H:22]34)[O:15][N:14]=2)[CH:10]=[C:9]([CH3:30])[C:3]=1[O:4][CH2:5][CH2:6][CH2:7][O:8][S:41]([CH3:40])(=[O:43])=[O:42]. Procedure details: At 0° C., a solution of 3-{2,6-dimethyl-4-[5-((1aS,5aR)-1,1,2-trimethyl-1,1a,5,5a-tetrahydro-3-thia-cyclopropa[a]pentalen-4-yl)-[1,2,4]oxadiazol-3-yl]-phenoxy}-propan-1-ol (170 mg, 0.40 mmol) and DIPEA (0.11 mL, 0.64 mmol) in DCM (5 mL) is treated with methanesulfonyl chloride (0.04 mL, 0.48 mmol). The reaction mixture is stirred at 0° C. for 30 min, then at rt for 1 h before it is diluted with DCM (15 mL) and washed with 0.1 N aq. NaOH (20 mL) followed by 10% aq. citric acid solution (20 mL). T...